From a dataset of the Open Reaction Database (ORD), a public repository of structured organic reaction records. describe an organic reaction: reactants, conditions, products, and yield Starting materials: C1(=CC=CC=C1)NCC(=O)OCC (ethyl phenylglycinate), C(C)OC1OC(CC1)OCC (2,5-diethoxytetrahydrofuran). Solvent: C(C)(=O)O (acetic acid), C(C)(=O)O (acetic acid). Product: N1(C=CC=C1)C(C(=O)OCC)C1=CC=CC=C1 (Ethyl alpha-(N-pyrrolyl)-phenylacetate). RXN SMILES: [C:1]1([NH:7][CH2:8][C:9](OCC)=O)[CH:6]=CC=CC=1.C(O[CH:17]1[CH2:21][CH2:20][CH:19]([O:22][CH2:23][CH3:24])[O:18]1)C>C(O)(=O)C>[N:7]1([CH:20]([C:21]2[CH:17]=[CH:17][CH:21]=[CH:20][CH:19]=2)[C:19]([O:22][CH2:23][CH3:24])=[O:18])[CH:1]=[CH:6][CH:9]=[CH:8]1. Reported procedure: 52.8 g (0.24 mole) of ethyl phenylglycinate were dissolved in 136 ml of glacial acetic acid. Thereafter 39 g (0.24 mole) of 2,5-diethoxytetrahydrofuran were added over 10-15 minutes with stirring. The mixture was heated under reflux for one hour. After this time had elapsed, the mixture was allowed to cool and the major portion of the acetic acid was drawn off under reduced pressure. Finally, the residue was distilled under vacuum and the fraction distilling out at 115°-118° C. at 0.2 mm Hg was ... Product: COc1ccc(CN2CCN(c3ccc(Br)c(OC)n3)CC2)cc1OC. Reaction SMILES: [Br:1][c:2]1[cH:3][cH:4][c:5]([N:10]2[CH2:11][CH2:12][NH:13][CH2:14][CH2:15]2)[n:6][c:7]1[O:8][CH3:9].[CH3:16][O:17][c:18]1[cH:19][cH:20][c:21]([CH:22]=[O:23])[cH:24][c:25]1[O:26][CH3:27].[CH3:28][C:29](=[O:30])[OH:31].[CH3:32][c:33]1[cH:34][cH:35][cH:36][cH:37][cH:38]1>>[Br:1][c:2]1[cH:3][cH:4][c:5]([N:10]2[CH2:11][CH2:12][N:13]([CH2:22][c:21]3[cH:20][cH:19][c:18]([O:17][CH3:16])[c:25]([O:26][CH3:27])[cH:24]3)[CH2:14][CH2:15]2)[n:6][c:7]1[O:8][CH3:9]. The reactants are COc1nc(N2CCNCC2)ccc1Br, COc1ccc(C=O)cc1OC, CC(=O)O, Cc1ccccc1. The reactants are C=CCC1(C)CC(c2cccc(Cl)c2)C(c2ccc(Cl)cc2)N(C(CC)CNS(=O)(=O)C2CCC2)C1=O, CCI. The product is C=CCC1(C)CC(c2cccc(Cl)c2)C(c2ccc(Cl)cc2)N(C(CC)CN(CC)S(=O)(=O)C2CCC2)C1=O. RXN SMILES: [CH2:1]([CH:2]=[CH2:3])[C:4]1([CH3:37])[C:5](=[O:36])[N:6]([CH:24]([CH2:25][NH:26][S:27](=[O:28])(=[O:29])[CH:30]2[CH2:31][CH2:32][CH2:33]2)[CH2:34][CH3:35])[CH:7]([c:17]2[cH:18][cH:19][c:20]([Cl:23])[cH:21][cH:22]2)[CH:8]([c:10]2[cH:11][c:12]([Cl:16])[cH:13][cH:14][cH:15]2)[CH2:9]1.[CH2:38]([CH3:39])[I:40]>>[CH2:1]([CH:2]=[CH2:3])[C:4]1([CH3:37])[C:5](=[O:36])[N:6]([CH:24]([CH2:25][N:26]([S:27](=[O:28])(=[O:29])[CH:30]2[CH2:31][CH2:32][CH2:33]2)[CH2:38][CH3:39])[CH2:34][CH3:35])[CH:7]([c:17]2[cH:18][cH:19][c:20]([Cl:23])[cH:21][cH:22]2)[CH:8]([c:10]2[cH:11][c:12]([Cl:16])[cH:13][cH:14][cH:15]2)[CH2:9]1. Solvent: C(Cl)Cl (DCM), CN(C)C=O (DMF). Reagents/catalysts: CN(C)C=1C=CN=CC1 (DMAP). As a reaction SMILES: [CH2:1]([O:8][C:9]([NH:11][CH:12]1[CH2:17][CH2:16][CH:15]([C:18]([OH:20])=[O:19])[CH2:14][CH2:13]1)=[O:10])[C:2]1[CH:7]=[CH:6][CH:5]=[CH:4][CH:3]=1.[C:21](O)([CH3:24])([CH3:23])[CH3:22].CC(C)N=C=NC(C)C>C(Cl)Cl.CN(C=O)C.CN(C1C=CN=CC=1)C>[C:21]([O:19][C:18]([CH:15]1[CH2:16][CH2:17][CH:12]([NH:11][C:9]([O:8][CH2:1][C:2]2[CH:3]=[CH:4][CH:5]=[CH:6][CH:7]=2)=[O:10])[CH2:13][CH2:14]1)=[O:20])([CH3:24])([CH3:23])[CH3:22]. The reactants are CC(N=C=NC(C)C)C (DIPC), C(C1=CC=CC=C1)OC(=O)NC1CCC(CC1)C(=O)O (4-benzyloxycarbonylamino-cyclohexanecarboxylic acid), C(C)(C)(C)O (t-butanol). Procedure: To a solution of 4-benzyloxycarbonylamino-cyclohexanecarboxylic acid (8.0 g, 28.78 mmol) in DCM (35 mL) and DMF (35 mL) is added t-butanol (10 mL, 105.4 mmol) and DMAP (1.4 g, 11.50 mmol). DIPC (10 mL) is added portionwise over 1 h. The resulting mixtures stirs 18 h. The mixture is mounted onto SiO2 and purified by flash chromatography (gradient elution: 0-60% EtOAc/Hep) which affords 5.2 g of 4-benzyloxycarbonylamino-cyclohexanecarboxylic acid tert-butyl ester. 1H NMR (400 MHz, DMSO-D6) δ ppm 1... Product: C(C)(C)(C)OC(=O)C1CCC(CC1)NC(=O)OCC1=CC=CC=C1 (4-benzyloxycarbonylamino-cyclohexanecarboxylic acid tert-butyl ester). Isolated yield 54.2%.